From a dataset of the Open Reaction Database (ORD), a public repository of structured organic reaction records. describe an organic reaction: reactants, conditions, products, and yield The reactants are C(C)(C)(C)OC(NC1=C(C=C(C(=C1)N1CCCC1)C(F)(F)F)N)=O ((2-amino-5-pyrrolidin-1-yl-4-trifluoromethyl-phenyl)-carbamic acid tert.-butyl ester), C(C)(C)(C)OC(CC(C1=CC(=CC=C1)N1N=NC=C1COC1OCCCC1)=O)=O ((RS)-3-oxo-3-{3-[5-(tetrahydro-pyran-2-yloxymethyl)-[1,2,3]triazol-1-yl]-phenyl}-propionic acid tert.-butyl ester). Product: C(C)(C)(C)OC(NC1=C(C=C(C(=C1)N1CCCC1)C(F)(F)F)NC(CC(C1=CC(=CC=C1)N1N=NC=C1COC1OCCCC1)=O)=O)=O ((RS)-[2-(3-Oxo-3-{3-[5-(tetrahydro-pyran-2-yloxymethyl)-[1,2,3]triazol-1-yl]-phenyl}-propionylamino)-5-pyrrolidin-1-yl-4-trifluoromethyl-phenyl]-carbamic acid tert.-butyl ester), foam. As a reaction SMILES: [C:1]([O:5][C:6](=[O:24])[NH:7][C:8]1[CH:13]=[C:12]([N:14]2[CH2:18][CH2:17][CH2:16][CH2:15]2)[C:11]([C:19]([F:22])([F:21])[F:20])=[CH:10][C:9]=1[NH2:23])([CH3:4])([CH3:3])[CH3:2].C([O:29][C:30](=O)[CH2:31][C:32](=[O:52])[C:33]1[CH:38]=[CH:37][CH:36]=[C:35]([N:39]2[C:43]([CH2:44][O:45][CH:46]3[CH2:51][CH2:50][CH2:49][CH2:48][O:47]3)=[CH:42][N:41]=[N:40]2)[CH:34]=1)(C)(C)C>>[C:1]([O:5][C:6](=[O:24])[NH:7][C:8]1[CH:13]=[C:12]([N:14]2[CH2:18][CH2:17][CH2:16][CH2:15]2)[C:11]([C:19]([F:21])([F:22])[F:20])=[CH:10][C:9]=1[NH:23][C:30](=[O:29])[CH2:31][C:32](=[O:52])[C:33]1[CH:38]=[CH:37][CH:36]=[C:35]([N:39]2[C:43]([CH2:44][O:45][CH:46]3[CH2:51][CH2:50][CH2:49][CH2:48][O:47]3)=[CH:42][N:41]=[N:40]2)[CH:34]=1)([CH3:4])([CH3:2])[CH3:3]. Procedure details: The title compound was prepared from (2-amino-5-pyrrolidin-1-yl-4-trifluoromethyl-phenyl)-carbamic acid tert.-butyl ester (Example J12) (173 mg, 0.5 mmol) and (RS)-3-oxo-3-{3-[5-(tetrahydro-pyran-2-yloxymethyl)-[1,2,3]triazol-1-yl]-phenyl}-propionic acid tert.-butyl ester (Example K5) (250 mg, 0.62 mmol) according to the general procedure M. Obtained as an orange foam (168 mg). Reactants: C1CNCCN1, CCO, Nc1nc(N)c2nc(CCl)nnc2n1. As a reaction SMILES: [CH2:15]1[CH2:16][NH:17][CH2:18][CH2:19][NH:20]1.[CH3:21][CH2:22][OH:23].[Cl:1][CH2:2][c:3]1[n:4][n:5][c:6]2[c:7]([n:8]1)[c:9]([NH2:14])[n:10][c:11]([NH2:13])[n:12]2>>[CH2:2]([c:3]1[n:4][n:5][c:6]2[c:7]([n:8]1)[c:9]([NH2:14])[n:10][c:11]([NH2:13])[n:12]2)[N:17]1[CH2:16][CH2:15][NH:20][CH2:19][CH2:18]1. The product is Nc1nc(N)c2nc(CN3CCNCC3)nnc2n1. Procedure: The title compound was prepared according to the procedure described in step 2 of Example 45 from tert-butyl 4-((1S)-1-{[(2,5-dichloropyridin-3-yl)carbonyl]amino}ethyl)benzoate (step 1 of Example 45) and 2,3-difluorophenol: 1H-NMR (CDCl3) δ 8.54 (1H, d, J=2.7 Hz), 8.11 (1H, d, J=2.7 Hz), 7.98–7.92 (3H, m), 7.43–7.40 (2H, m), 7.23–7.07 (3H, m), 5.43–5.32 (1H, m), 1.61–1.56 (12H, m); MS (ESI) m/z 489 (M+H)+, 487 (M−H)−. Starting materials: ClC1=NC=C(C=C1C(=O)N[C@@H](C)C1=CC=C(C(=O)OC(C)(C)C)C=C1)Cl (tert-Butyl 4-((1S)-1-{[(2,5-dichloropyridin-3-yl)carbonyl]amino}ethyl)benzoate), FC1=C(C=CC=C1F)O (2,3-difluorophenol). RXN SMILES: Cl[C:2]1[C:7]([C:8]([NH:10][C@H:11]([C:13]2[CH:25]=[CH:24][C:16]([C:17]([O:19][C:20]([CH3:23])([CH3:22])[CH3:21])=[O:18])=[CH:15][CH:14]=2)[CH3:12])=[O:9])=[CH:6][C:5]([Cl:26])=[CH:4][N:3]=1.[F:27][C:28]1[C:33]([F:34])=[CH:32][CH:31]=[CH:30][C:29]=1[OH:35]>>[Cl:26][C:5]1[CH:6]=[C:7]([C:8]([NH:10][C@H:11]([C:13]2[CH:25]=[CH:24][C:16]([C:17]([O:19][C:20]([CH3:23])([CH3:22])[CH3:21])=[O:18])=[CH:15][CH:14]=2)[CH3:12])=[O:9])[C:2]([O:35][C:29]2[CH:30]=[CH:31][CH:32]=[C:33]([F:34])[C:28]=2[F:27])=[N:3][CH:4]=1. The product is ClC=1C=C(C(=NC1)OC1=C(C(=CC=C1)F)F)C(=O)N[C@@H](C)C1=CC=C(C(=O)OC(C)(C)C)C=C1 (tert-Butyl 4-[(1S)-1-({[5-chloro-2-(2,3-difluorophenoxy)pyridin-3-yl]carbonyl}amino)ethyl]benzoate).